From a dataset of the Open Reaction Database (ORD), a public repository of structured organic reaction records. describe an organic reaction: reactants, conditions, products, and yield Reactants: CCCc1c(O)c(C(C)=O)cc(Cl)c1OCCCCCOc1c(C(C)=O)ccc(OCC(=O)OCC)c1CCC, CO, [Na+], [OH-]. Product: CCCc1c(O)c(C(C)=O)cc(Cl)c1OCCCCCOc1c(C(C)=O)ccc(OCC(=O)O)c1CCC. As a reaction SMILES: [CH2:1]([CH3:2])[O:3][C:4]([CH2:5][O:6][c:7]1[c:8]([CH2:37][CH2:38][CH3:39])[c:9]([O:16][CH2:17][CH2:18][CH2:19][CH2:20][CH2:21][O:22][c:23]2[c:24]([CH2:34][CH2:35][CH3:36])[c:25]([OH:33])[c:26]([C:30]([CH3:31])=[O:32])[cH:27][c:28]2[Cl:29])[c:10]([C:13]([CH3:14])=[O:15])[cH:11][cH:12]1)=[O:40].[CH3:43][OH:44].[Na+:42].[OH-:41]>>[O:3]=[C:4]([CH2:5][O:6][c:7]1[c:8]([CH2:37][CH2:38][CH3:39])[c:9]([O:16][CH2:17][CH2:18][CH2:19][CH2:20][CH2:21][O:22][c:23]2[c:24]([CH2:34][CH2:35][CH3:36])[c:25]([OH:33])[c:26]([C:30]([CH3:31])=[O:32])[cH:27][c:28]2[Cl:29])[c:10]([C:13]([CH3:14])=[O:15])[cH:11][cH:12]1)[OH:40]. Starting materials: C(=O)(OCC)C=1C=NC2=CC=CC=C2C1O (3-carbethoxy-4-hydroxy-quinoline), solution, C(C(C)C)[Al](CC(C)C)CC(C)C (triisobutyl aluminum), NC=1SCCN1 (2-amino-thiazoline). The solvent is C1(=CC=CC=C1)C (toluene). Reaction conditions: temperature 8 celsius, time 30 minute. Product: S1C(=NCC1)NC(=O)C=1C=NC2=CC=CC=C2C1O (N-(4,5-dihydro-thiazol-2-yl)-4-hydroxy-3-quinoline-carboxamide). The yield is 58.5%. As a reaction SMILES: C([Al](CC(C)C)CC(C)C)C(C)C.[NH2:14][C:15]1[S:16][CH2:17][CH2:18][N:19]=1.[C:20]([C:25]1[CH:26]=[N:27][C:28]2[C:33]([C:34]=1[OH:35])=[CH:32][CH:31]=[CH:30][CH:29]=2)(OCC)=[O:21]>C1(C)C=CC=CC=1>[S:16]1[CH2:17][CH2:18][N:19]=[C:15]1[NH:14][C:20]([C:25]1[CH:26]=[N:27][C:28]2[C:33]([C:34]=1[OH:35])=[CH:32][CH:31]=[CH:30][CH:29]=2)=[O:21]. Reported procedure: 167 ml of a solution of 25% by weight of triisobutyl aluminum in toluene were added with stirring over 20 minutes at 8° to 10° C. to a mixture of 37.4 g of 2-amino-thiazoline and 800 ml of methylene chlorideand the mixture was stirred at 8° C. for 30 minutes. 15.89 g of 3-carbethoxy-4-hydroxy-quinoline were added to the mixture which was then stirred for 30 minutes and then refluxed for 16 hours. The mixture was evaporated to dryness under reduced pressure and the residue was taken up in 1 liter... Reactants: CCCO, COC(=O)C1(NC(=O)c2ccc3c(C4CCCC4)c(Br)n(C)c3c2)CCC1, CC(=O)O, [Na+], [OH-], O. The product is Cn1c(Br)c(C2CCCC2)c2ccc(C(=O)NC3(C(=O)O)CCC3)cc21. RXN SMILES: [CH2:34]([OH:35])[CH2:36][CH3:37].[CH3:1][O:2][C:3](=[O:4])[C:5]1([NH:9][C:10](=[O:11])[c:12]2[cH:13][cH:14][c:15]3[c:16]([CH:23]4[CH2:24][CH2:25][CH2:26][CH2:27]4)[c:17]([Br:22])[n:18]([CH3:21])[c:19]3[cH:20]2)[CH2:6][CH2:7][CH2:8]1.[CH3:30][C:31](=[O:32])[OH:33].[Na+:29].[OH-:28].[OH2:38]>>[O:2]=[C:3]([OH:4])[C:5]1([NH:9][C:10](=[O:11])[c:12]2[cH:13][cH:14][c:15]3[c:16]([CH:23]4[CH2:24][CH2:25][CH2:26][CH2:27]4)[c:17]([Br:22])[n:18]([CH3:21])[c:19]3[cH:20]2)[CH2:6][CH2:7][CH2:8]1. Reactants: O1CCC(CC1)C1=NNC=C1 (3-(tetrahydro-2H-pyran-4-yl)-1H-pyrazole), O1CCC(CC1)C1=NNC=C1 (3-(tetrahydro-2H-pyran-4-yl)-1H-pyrazole), C1CC(=O)N(C1=O)Cl (NCS). Solvent: O1CCCC1 (tetrahydrofuran). Conditions: temperature 40 celsius, time 8 hour. Product: ClC=1C(=NNC1)C1CCOCC1 (4-Chloro-3-(tetrahydro-2H-pyran-4-yl)-1H-pyrazole). Reaction SMILES: [O:1]1[CH2:6][CH2:5][CH:4]([C:7]2[CH:11]=[CH:10][NH:9][N:8]=2)[CH2:3][CH2:2]1.C1C(=O)N([Cl:19])C(=O)C1>O1CCCC1>[Cl:19][C:11]1[C:7]([CH:4]2[CH2:3][CH2:2][O:1][CH2:6][CH2:5]2)=[N:8][NH:9][CH:10]=1. Reported procedure: To a solution of 3-(tetrahydro-2H-pyran-4-yl)-1H-pyrazole (compound 294.2, 3.5 g, 23.0 mmol) in tetrahydrofuran (20 mL) was added NCS (3.4 g, 25.4 mmol). The reaction mixture was stirred overnight at 40° C. The resulting mixture was concentrated under reduced pressure. This resulted in 4.75 g (crude) of the title compound as a light yellow solid. As a reaction SMILES: Cl.[N:2]1([CH2:7][C:8]([OH:10])=O)[CH:6]=[N:5][CH:4]=[N:3]1.[Cl:11][C:12]1[CH:40]=[C:39]([Cl:41])[CH:38]=[CH:37][C:13]=1[CH2:14][C@H:15]1[CH2:19][NH:18][C@H:17]([C:20]([NH:22][C:23]2[CH:28]=[CH:27][C:26]([O:29][C:30]3[CH:35]=[CH:34][C:33]([F:36])=[CH:32][CH:31]=3)=[CH:25][CH:24]=2)=[O:21])[CH2:16]1>>[N:2]1([CH2:7][C:8]([N:18]2[CH2:19][C@H:15]([CH2:14][C:13]3[CH:37]=[CH:38][C:39]([Cl:41])=[CH:40][C:12]=3[Cl:11])[CH2:16][C@H:17]2[C:20]([NH:22][C:23]2[CH:28]=[CH:27][C:26]([O:29][C:30]3[CH:31]=[CH:32][C:33]([F:36])=[CH:34][CH:35]=3)=[CH:25][CH:24]=2)=[O:21])=[O:10])[CH:6]=[N:5][CH:4]=[N:3]1 |f:0.1|. Reactants: Cl.N1(N=CN=C1)CC(=O)O (2-(1H-1,2,4-triazol-1-yl)acetic acid hydrochloride), ClC1=C(C[C@@H]2C[C@H](NC2)C(=O)NC2=CC=C(C=C2)OC2=CC=C(C=C2)F)C=CC(=C1)Cl ((2S,4R)-4-(2,4-dichlorobenzyl)-N-(4-(4-fluorophenoxy)phenyl)pyrrolidine-2-carboxamide). Yields the product Compound 180, N1(N=CN=C1)CC(=O)N1[C@@H](C[C@H](C1)CC1=C(C=C(C=C1)Cl)Cl)C(=O)NC1=CC=C(C=C1)OC1=CC=C(C=C1)F ((2S,4R)-1-(2-(1H-1,2,4-triazol-1-yl)acetyl)-4-(2,4-dichlorobenzyl)-N-(4-(4-fluorophenoxy)phenyl)pyrrolidine-2-carboxamide). Procedure details: Proceeding as in Example 1, but substituting 2-(1H-1,2,4-triazol-1-yl)acetic acid hydrochloride and (2S,4R)-4-(2,4-dichlorobenzyl)-N-(4-(4-fluorophenoxy)phenyl)pyrrolidine-2-carboxamide, gave Compound 180, (2S,4R)-1-(2-(1H-1,2,4-triazol-1-yl)acetyl)-4-(2,4-dichlorobenzyl)-N-(4-(4-fluorophenoxy)phenyl)pyrrolidine-2-carboxamide (48 mg, 35%). Major isomer: 1H-NMR (400 MHz, DMSO-D6): σ 10.03 (s, 1H), 8.43 (s, 1H), 7.96 (s, 1H), 7.68-7.35 (m, 5H), 7.19 (t, 2H), 7.07-6.88 (m, 4H), 5.24 (q, 2H), 4.57-4... Isolated yield 35.0%. The reactants are ( c ), C(C)OC(C(CC(=O)C1COC2=CC=CC=C2C1=O)=O)=O (4-(4-chromanone-3-yl)-2,4-dioxobutyric acid ethyl ester), O1CC(C(C2=CC=CC=C12)=O)C(CC(C(=O)O)=O)=O (4-(4-chromanone-3-yl)-2,4-dioxobutyric acid). Yields the product COC(=O)C1=CC(C2=C(O1)C1=C(OC2)C=CC=C1)=O (4-Oxo-4H, 5H-[1]benzopyrano[4,3-b]pyran-2-carboxylic Acid Methyl ester). Reaction SMILES: [CH2:1]([O:3][C:4](=[O:21])[C:5](=[O:20])[CH2:6][C:7]([CH:9]1[C:18](=O)[C:17]2[C:12](=[CH:13][CH:14]=[CH:15][CH:16]=2)[O:11][CH2:10]1)=[O:8])C.O1C2C(=CC=CC=2)C(=O)C(C(=O)CC(=O)C(O)=O)C1>>[CH3:1][O:3][C:4]([C:5]1[O:20][C:18]2[C:17]3[CH:16]=[CH:15][CH:14]=[CH:13][C:12]=3[O:11][CH2:10][C:9]=2[C:7](=[O:8])[CH:6]=1)=[O:21]. Procedure: In the same manner as described above in (c) but replacing 4-(4-chromanone-3-yl)-2,4-dioxobutyric acid ethyl ester with an equivalent amount of the corresponding acid, 4-(4-chromanone-3-yl)-2,4-dioxobutyric acid [described above in (b)], the title compound is obtained.